Task: describe an organic reaction: reactants, conditions, products, and yield. Dataset: the Open Reaction Database (ORD), a public repository of structured organic reaction records The reactants are C(C1=CC=CC=C1)OCCC1OC2=C(C=3N1C=1C=CC=C(C1C3)F)N=C(C=C2)C=2C(=CC3=C(C(=C(O3)C3=CC=C(C=C3)F)C(=O)NC)C2)N(S(=O)(=O)C)C (5-(6-(2-(benzyloxy)ethyl)-11-fluoro-6H-pyrido[2′,3′:5,6][1,3]oxazino[3,4-a]indol-2-yl)-2-(4-fluorophenyl)-N-methyl-6-(N-methylmethylsulfonamido)benzofuran-3-carboxamide). Reagents/catalysts: [Pd] (Pd/C). The solvent is CO (MeOH). Conditions: time 8 hour. Product: FC=1C=2C=C3N(C2C=CC1)C(OC1=C3N=C(C=C1)C=1C(=CC3=C(C(=C(O3)C3=CC=C(C=C3)F)C(=O)NC)C1)N(S(=O)(=O)C)C)CCO (5-(11-fluoro-6-(2-hydroxyethyl)-6H-pyrido[2′,3′:5,6][1,3]oxazino[3,4-a]indol-2-yl)-2-(4-fluorophenyl)-N-methyl-6-(N-methylmethylsulfonamido)benzofuran-3-carboxamide). Isolated yield 82.8%. RXN SMILES: C([O:8][CH2:9][CH2:10][CH:11]1[N:16]2[C:17]3[CH:18]=[CH:19][CH:20]=[C:21]([F:24])[C:22]=3[CH:23]=[C:15]2[C:14]2[N:25]=[C:26]([C:29]3[C:30]([N:49]([CH3:54])[S:50]([CH3:53])(=[O:52])=[O:51])=[CH:31][C:32]4[O:36][C:35]([C:37]5[CH:42]=[CH:41][C:40]([F:43])=[CH:39][CH:38]=5)=[C:34]([C:44]([NH:46][CH3:47])=[O:45])[C:33]=4[CH:48]=3)[CH:27]=[CH:28][C:13]=2[O:12]1)C1C=CC=CC=1>CO.[Pd]>[F:24][C:21]1[C:22]2[CH:23]=[C:15]3[C:14]4[N:25]=[C:26]([C:29]5[C:30]([N:49]([CH3:54])[S:50]([CH3:53])(=[O:52])=[O:51])=[CH:31][C:32]6[O:36][C:35]([C:37]7[CH:42]=[CH:41][C:40]([F:43])=[CH:39][CH:38]=7)=[C:34]([C:44]([NH:46][CH3:47])=[O:45])[C:33]=6[CH:48]=5)[CH:27]=[CH:28][C:13]=4[O:12][CH:11]([CH2:10][CH2:9][OH:8])[N:16]3[C:17]=2[CH:18]=[CH:19][CH:20]=1. Procedure: To a solution of 5-(6-(2-(benzyloxy)ethyl)-11-fluoro-6H-pyrido[2′,3′:5,6][1,3]oxazino[3,4-a]indol-2-yl)-2-(4-fluorophenyl)-N-methyl-6-(N-methylmethylsulfonamido)benzofuran-3-carboxamide (85 mg, 0.11 mmol) in MeOH (3 mL) was added Pd/C (30 mg, 10%) under H2 protection The mixture was stirred at room temperature overnight. The it was filtered to remove Pd/C, the filtrate was concentrated in vacuo, the resulting residue was purified using prep-TLC (dichloromethane:MeOH=20:1) to provide 5-(11-fluoro...